Dataset: the Open Reaction Database (ORD), a public repository of structured organic reaction records. Task: describe an organic reaction: reactants, conditions, products, and yield As a reaction SMILES: Cl.[CH:2]1([CH2:5][O:6][C:7]2[CH:12]=[C:11]([F:13])[C:10]([O:14][CH3:15])=[CH:9][C:8]=2[C:16]2[C:17]3[NH:25][C:24]([CH3:26])=[C:23]([C:27]([NH:29][CH:30]4[CH2:35][CH2:34][NH:33][CH2:32][CH2:31]4)=[O:28])[C:18]=3[N:19]=[C:20]([CH3:22])[N:21]=2)[CH2:4][CH2:3]1.[C:36](Cl)(=[O:38])[CH3:37]>>[C:36]([N:33]1[CH2:32][CH2:31][CH:30]([NH:29][C:27]([C:23]2[C:18]3[N:19]=[C:20]([CH3:22])[N:21]=[C:16]([C:8]4[CH:9]=[C:10]([O:14][CH3:15])[C:11]([F:13])=[CH:12][C:7]=4[O:6][CH2:5][CH:2]4[CH2:4][CH2:3]4)[C:17]=3[NH:25][C:24]=2[CH3:26])=[O:28])[CH2:35][CH2:34]1)(=[O:38])[CH3:37] |f:0.1|. Reported procedure: Starting from 4-[2-(cyclopropylmethoxy)-4-fluoro-5-methoxyphenyl]-2,6-dimethyl-N-(piperidin-4-yl)-5H-pyrrolo[3,2-d]pyrimidine-7-carboxamide hydrochloride (example D.f59) and commercially available acetyl chloride the title compound is obtained as colorless solid. Reactants: Cl.C1(CC1)COC1=C(C=C(C(=C1)F)OC)C=1C2=C(N=C(N1)C)C(=C(N2)C)C(=O)NC2CCNCC2 (4-[2-(Cyclopropylmethoxy)-4-fluoro-5-methoxyphenyl]-2,6-dimethyl-N-(piperidin-4-yl)-5H-pyrrolo[3,2-d]pyrimidine-7-carboxamide hydrochloride), C(C)(=O)Cl (acetyl chloride). Product: C(C)(=O)N1CCC(CC1)NC(=O)C1=C(NC2=C1N=C(N=C2C2=C(C=C(C(=C2)OC)F)OCC2CC2)C)C (N-(1-Acetylpiperidin-4-yl)-4-[2-(cyclopropylmethoxy)-4-fluoro-5-methoxyphenyl]-2,6-dimethyl-5H-pyrrolo[3,2-d]pyrimidine-7-carboxamide).